From a dataset of the Open Reaction Database (ORD), a public repository of structured organic reaction records. describe an organic reaction: reactants, conditions, products, and yield Reactants: B(OC(C)C)(OC(C)C)OC(C)C (triisopropyl borate), solution, C(CCC)[Li] (n-butyllithium), BrC1=CC=2C(C3=CC(=CC=C3C2C=C1)Br)(C)C (2,7-dibromo-9,9-dimethyl-9H-fluorene), Cl (hydrochloric acid). Run in C1CCOC1 (THF), CCCCCC (n-hexane). Conditions: time 2 hour. Product: BrC1=CC=C2C=3C=CC(=CC3C(C2=C1)(C)C)O (7-bromo-9,9-dimethyl-9H-fluoren-2-ol). Reaction SMILES: [Br:1][C:2]1[CH:14]=[CH:13][C:12]2[C:11]3[C:6](=[CH:7][C:8](Br)=[CH:9][CH:10]=3)[C:5]([CH3:17])([CH3:16])[C:4]=2[CH:3]=1.B(OC(C)C)(OC(C)C)[O:19]C(C)C.C([Li])CCC.Cl>C1COCC1.CCCCCC>[Br:1][C:2]1[CH:3]=[C:4]2[C:12]([C:11]3[CH:10]=[CH:9][C:8]([OH:19])=[CH:7][C:6]=3[C:5]2([CH3:17])[CH3:16])=[CH:13][CH:14]=1. Reported procedure: 21.2 g (58.6 mmol) of 2,7-dibromo-9,9-dimethyl-9H-fluorene (CAS No. 28320-32-3) and 19.0 ml (82.8 mmol) of triisopropyl borate are dissolved in 500 ml of THF, and 56 ml (89 mmol) of a 15 percent solution of n-butyllithium in n-hexane are added at −70° C. After 2 h, 200 ml of 2 M hydrochloric acid are added, and the batch is allowed to thaw at room temp. and extracted three times with MTB ether. The combined org. phases are dried over sodium sulfate, the solvent is removed in vacuo, and the resid... Starting materials: CS(C)=O, Cl, O=C(O)Cc1cc([N+](=O)[O-])cc(F)c1F, NCC1CC1. Product: O=C1Cc2cc([N+](=O)[O-])cc(F)c2N1CC1CC1. Reaction SMILES: [CH3:22][S:23]([CH3:24])=[O:25].[ClH:21].[F:1][c:2]1[c:3]([CH2:12][C:13](=[O:14])[OH:15])[cH:4][c:5]([N+:9](=[O:10])[O-:11])[cH:6][c:7]1[F:8].[NH2:16][CH2:17][CH:18]1[CH2:19][CH2:20]1>>[c:2]12[c:3]([cH:4][c:5]([N+:9](=[O:10])[O-:11])[cH:6][c:7]1[F:8])[CH2:12][C:13](=[O:15])[N:16]2[CH2:17][CH:18]1[CH2:19][CH2:20]1. The reactants are Perfluoroalkyl Arsenicals, II, Aryl Perfluoroalkyl Arsenicals, I[As](C1=CC=CC=C1)C1=CC=CC=C1 (iododiphenylarsine), FC(I)(F)F (trifluoroiodomethane). Yields the product C1(=CC=CC=C1)[As](C(F)(F)F)C1=CC=CC=C1 (diphenyltrifluoromethylarsine). RXN SMILES: I[As:2]([C:9]1[CH:14]=[CH:13][CH:12]=[CH:11][CH:10]=1)[C:3]1[CH:8]=[CH:7][CH:6]=[CH:5][CH:4]=1.[F:15][C:16]([F:19])([F:18])I>>[C:3]1([As:2]([C:9]2[CH:14]=[CH:13][CH:12]=[CH:11][CH:10]=2)[C:16]([F:19])([F:18])[F:15])[CH:8]=[CH:7][CH:6]=[CH:5][CH:4]=1. Reported procedure: R. Cullen in an article "Perfluoroalkyl Arsenicals, Part II The Preparation and Properties of Aryl Perfluoroalkyl Arsenicals", reported in Canadian Journal of Chemistry, Volume 38, 1960, pg. 445-451, describes the reaction of iododiphenylarsine with trifluoroiodomethane to produce diphenyltrifluoromethylarsine. Thermal decomposition of diphenyltrifluoromethylarsine resulted in undisclosed black solid deposit. Reactants: ClC1=CC=C(C=C1)C(N1CCNCC1)C1=CC=CC=C1 (1-[(4-Chlorophenyl)phenylmethyl]piperazine), OCCCNS(=O)(=O)CCCCCCCl (N-(3-hydroxypropyl)-6-chlorohexanesulfonamide). Solvent: C(C)N(C(C)C)C(C)C (N-ethyldiisopropylamine). The product is OCCCNS(=O)(=O)CCCCCCN1CCN(CC1)C(C1=CC=CC=C1)C1=CC=C(C=C1)Cl (N-(3-hydroxypropyl)-6-[4-[(4-chlorophenyl)phenylmethyl]-1-piperazinyl]hexanesulfonamide). Yield: 91.6%. As a reaction SMILES: [Cl:1][C:2]1[CH:7]=[CH:6][C:5]([CH:8]([C:15]2[CH:20]=[CH:19][CH:18]=[CH:17][CH:16]=2)[N:9]2[CH2:14][CH2:13][NH:12][CH2:11][CH2:10]2)=[CH:4][CH:3]=1.[OH:21][CH2:22][CH2:23][CH2:24][NH:25][S:26]([CH2:29][CH2:30][CH2:31][CH2:32][CH2:33][CH2:34]Cl)(=[O:28])=[O:27]>C(N(C(C)C)C(C)C)C>[OH:21][CH2:22][CH2:23][CH2:24][NH:25][S:26]([CH2:29][CH2:30][CH2:31][CH2:32][CH2:33][CH2:34][N:12]1[CH2:11][CH2:10][N:9]([CH:8]([C:5]2[CH:4]=[CH:3][C:2]([Cl:1])=[CH:7][CH:6]=2)[C:15]2[CH:16]=[CH:17][CH:18]=[CH:19][CH:20]=2)[CH2:14][CH2:13]1)(=[O:28])=[O:27]. Procedure: 1-[(4-Chlorophenyl)phenylmethyl]piperazine (505.9 mg, 1.76 mmol) and N-(3-hydroxypropyl)-6-chlorohexanesulfonamide (500.0 mg, 1.94 mmol) were refluxed in N-ethyldiisopropylamine (2 ml) for 6 hours. The reaction mixture was concentrated in vacuo, and water was added thereto. The mixture was extracted with chloroform. The chloroform layer was washed with water, and dried over anhydrous magnesium sulfate. Subsequently, the solvent was removed by evaporation in vacuo. The resulting crude product was... Starting materials: O=C1c2ccccc2C(=O)N1CCBr, O=C([O-])[O-], CC#N, [K+], [K+], Cc1c(N)c(=O)n(C)c(=O)n1C. Product: Cc1c(NCCN2C(=O)c3ccccc3C2=O)c(=O)n(C)c(=O)n1C. Reaction SMILES: [Br:13][CH2:14][CH2:15][N:16]1[C:17](=[O:26])[c:18]2[c:19]([cH:22][cH:23][cH:24][cH:25]2)[C:20]1=[O:21].[C:27](=[O:28])([O-:29])[O-:30].[CH3:33][C:34]#[N:35].[K+:31].[K+:32].[NH2:1][c:2]1[c:3](=[O:12])[n:4]([CH3:11])[c:5](=[O:10])[n:6]([CH3:9])[c:7]1[CH3:8]>>[NH:1]([c:2]1[c:3](=[O:12])[n:4]([CH3:11])[c:5](=[O:10])[n:6]([CH3:9])[c:7]1[CH3:8])[CH2:14][CH2:15][N:16]1[C:17](=[O:26])[c:18]2[c:19]([cH:22][cH:23][cH:24][cH:25]2)[C:20]1=[O:21]. Starting materials: C12C=CCC2CCC1.COC(=O)CCC=CC1=C[C@H]2C[C@H]([C@H]([C@H]2C1)\C=C\C(C(CCCC)F)=O)OC1OCCCC1 ((1S,5S,6S,7R)-3-[4-Methoxycarbonyl-1(EZ)-butenyl]-6-[4(RS)-fluoro-3-oxo-(E )-1-octenyl]-7-tetrahydropyranyloxybicyclo[3.3.0]oct-2-ene bicyclo[3.3.0]oct-2-ene), [BH4-].[Na+] (sodium borohydride). The solvent is CO (methanol). Run at time 30 minute. Yields the product COC(=O)CCC=CC1=C[C@H]2C[C@H]([C@H]([C@H]2C1)\C=C\C(C(CCCC)F)O)OC1OCCCC1 ((1S,5S,6S,7R)-3-[4-methoxycarbonyl-1(EZ)-butenyl]-6-[4(RS)-fluoro-3(R S)-hydroxy-(E)-1-octenyl]-7-tetrahydropyranyloxybicyclo[3.3.0]oct-2-ene). RXN SMILES: C12CCCC1CC=C2.[CH3:9][O:10][C:11]([CH2:13][CH2:14][CH:15]=[CH:16][C:17]1[CH2:24][C@H:23]2[C@H:19]([CH2:20][C@@H:21]([O:35][CH:36]3[CH2:41][CH2:40][CH2:39][CH2:38][O:37]3)[C@H:22]2/[CH:25]=[CH:26]/[C:27](=[O:34])[CH:28]([F:33])[CH2:29][CH2:30][CH2:31][CH3:32])[CH:18]=1)=[O:12].[BH4-].[Na+]>CO>[CH3:9][O:10][C:11]([CH2:13][CH2:14][CH:15]=[CH:16][C:17]1[CH2:24][C@H:23]2[C@H:19]([CH2:20][C@@H:21]([O:35][CH:36]3[CH2:41][CH2:40][CH2:39][CH2:38][O:37]3)[C@H:22]2/[CH:25]=[CH:26]/[CH:27]([OH:34])[CH:28]([F:33])[CH2:29][CH2:30][CH2:31][CH3:32])[CH:18]=1)=[O:12] |f:0.1,2.3|. Reported procedure: (1S,5S,6S,7R)-3-[4-Methoxycarbonyl-1(EZ)-butenyl]-6-[4(RS)-fluoro-3-oxo-(E )-1-octenyl]-7-tetrahydropyranyloxybicyclo[3.3.0]oct-2-ene bicyclo[3.3.0]oct-2-ene (5) (0.088g) was dissolved in methanol. Into the solution, sodium borohydride (0.008 g) was added at 0° C. and the mixture was stirred for 30 minutes. The reaction mixture was treated by a usual manner to give (1S,5S,6S,7R)-3-[4-methoxycarbonyl-1(EZ)-butenyl]-6-[4(RS)-fluoro-3(R S)-hydroxy-(E)-1-octenyl]-7-tetrahydropyranyloxybicyclo[3.3.0]... Starting materials: [BH3-]C#N, CO, CN, COc1cc(Nc2nc3c(s2)CC(=O)CC3c2ccc(F)cc2)ccc1-n1cnc(Cl)c1, [Na+]. Yields the product CNC1Cc2sc(Nc3ccc(-n4cnc(Cl)c4)c(OC)c3)nc2C(c2ccc(F)cc2)C1. As a reaction SMILES: [C:1](#[N:2])[BH3-:3].[CH3:39][OH:40].[CH3:5][NH2:6].[Cl:7][c:8]1[n:9][cH:10][n:11](-[c:13]2[c:14]([O:37][CH3:38])[cH:15][c:16]([NH:19][c:20]3[s:21][c:22]4[c:23]([n:24]3)[CH:25]([c:30]3[cH:31][cH:32][c:33]([F:36])[cH:34][cH:35]3)[CH2:26][C:27](=[O:29])[CH2:28]4)[cH:17][cH:18]2)[cH:12]1.[Na+:4]>>[CH3:1][NH:2][CH:27]1[CH2:26][CH:25]([c:30]2[cH:31][cH:32][c:33]([F:36])[cH:34][cH:35]2)[c:23]2[c:22]([s:21][c:20]([NH:19][c:16]3[cH:15][c:14]([O:37][CH3:38])[c:13](-[n:11]4[cH:10][n:9][c:8]([Cl:7])[cH:12]4)[cH:18][cH:17]3)[n:24]2)[CH2:28]1. The reactants are CC1=C(C(=O)OC)C(=CC=N1)C(F)(F)F (Methyl 2-methyl-4-trifluoromethylnicotinate), C(Cl)Cl (CH2Cl2). Run in CO (MeOH). The product is OCC=1C(=NC=CC1C(F)(F)F)C (3-Hydroxymethyl-2-methyl-4-trifluoromethylpyridine). As a reaction SMILES: [CH3:1][C:2]1[N:11]=[CH:10][CH:9]=[C:8]([C:12]([F:15])([F:14])[F:13])[C:3]=1[C:4](OC)=[O:5].C(Cl)Cl>CO>[OH:5][CH2:4][C:3]1[C:2]([CH3:1])=[N:11][CH:10]=[CH:9][C:8]=1[C:12]([F:15])([F:13])[F:14]. Reported procedure: Methyl 2-methyl-4-trifluoromethylnicotinate was reduced using the procedure as given in step 1 of Example 3. 3-Hydroxymethyl-2-methyl-4-trifluoromethylpyridine was obtained as a pale yellow waxy solid(TLC Rf = 0.31 (97:3 CH2Cl2 :MeOH)).